The task is: describe an organic reaction: reactants, conditions, products, and yield. This data is from the Open Reaction Database (ORD), a public repository of structured organic reaction records. Starting materials: O=S(=O)(Cl)c1ccc(Cl)s1, CCOC(=O)Cc1csc(N)n1. Yields the product CCOC(=O)Cc1csc(NS(=O)(=O)c2ccc(Cl)s2)n1. Reaction SMILES: [Cl:13][c:14]1[cH:15][cH:16][c:17]([S:19](=[O:20])(=[O:21])[Cl:22])[s:18]1.[NH2:1][c:2]1[s:3][cH:4][c:5]([CH2:7][C:8](=[O:9])[O:10][CH2:11][CH3:12])[n:6]1>>[NH:1]([c:2]1[s:3][cH:4][c:5]([CH2:7][C:8](=[O:9])[O:10][CH2:11][CH3:12])[n:6]1)[S:19]([c:17]1[cH:16][cH:15][c:14]([Cl:13])[s:18]1)(=[O:20])=[O:21]. Reactants: C(CC)C1=CC=C(C=C1)B(O)O (4-propylphenyl boronic acid), BrC1=CC=C(S1)S(=O)(=O)N1C=CC=C1 (N-(5-bromothiophenesulfonyl)pyrrole). The product is C(CC)C1=CC=C(C=C1)C1=CC=C(S1)S(=O)(=O)N1C=CC=C1 (N-[5-(4-propylphenyl)thiophene-2-sulfonyl]pyrrole), sulfonamide. The yield is 55.0%. RXN SMILES: [CH2:1]([C:4]1[CH:9]=[CH:8][C:7](B(O)O)=[CH:6][CH:5]=1)[CH2:2][CH3:3].Br[C:14]1[S:18][C:17]([S:19]([N:22]2[CH:26]=[CH:25][CH:24]=[CH:23]2)(=[O:21])=[O:20])=[CH:16][CH:15]=1>>[CH2:1]([C:4]1[CH:9]=[CH:8][C:7]([C:14]2[S:18][C:17]([S:19]([N:22]3[CH:26]=[CH:25][CH:24]=[CH:23]3)(=[O:20])=[O:21])=[CH:16][CH:15]=2)=[CH:6][CH:5]=1)[CH2:2][CH3:3]. Procedure: N-[5-(4-propylphenyl)thiophene-2-sulfonyl]pyrrole was prepared in the same manner as described in Example 33C, from 4-propylphenyl boronic acid and N-(5-bromothiophenesulfonyl)pyrrole. Purification by column chromatography using 10% ethyl acetate/hexanes gave the pure sulfonamide as a white solid in 55% yield, m.p. 106°-108° C. Starting materials: C1(CCCCC1)N (cyclohexylamine), N(=NC1(CCCCC1)N=C=O)C1(CCCCC1)N=C=O (1,1'-azobis (1-isocyanatocyclohexane)). The solvent is CCCCC (pentane), CCCCC (pentane). Run at time 30 minute. The product is N(=NC1(CCCCC1)NC(=O)NC1CCCCC1)C1(CCCCC1)NC(=O)NC1CCCCC1 (1,1'-Azobis [1-(cyclohexylaminocarbonylamino)cyclohexane]). As a reaction SMILES: [CH:1]1([NH2:7])[CH2:6][CH2:5][CH2:4][CH2:3][CH2:2]1.[N:8]([C:19]1([N:25]=[C:26]=[O:27])[CH2:24][CH2:23][CH2:22][CH2:21][CH2:20]1)=[N:9][C:10]1([N:16]=[C:17]=[O:18])[CH2:15][CH2:14][CH2:13][CH2:12][CH2:11]1>CCCCC>[N:8]([C:19]1([NH:25][C:26]([NH:7][CH:1]2[CH2:6][CH2:5][CH2:4][CH2:3][CH2:2]2)=[O:27])[CH2:20][CH2:21][CH2:22][CH2:23][CH2:24]1)=[N:9][C:10]1([NH:16][C:17]([NH:7][CH:1]2[CH2:6][CH2:5][CH2:4][CH2:3][CH2:2]2)=[O:18])[CH2:15][CH2:14][CH2:13][CH2:12][CH2:11]1. Reported procedure: To a stirred solution of 4.22 grams (.0426 moles) of cyclohexylamine in 20 ml pentane in a 125 ml erlenmeyer flask, cooled to 5° C. in an ice bath, was slowly added a solution of 5.78 grams (.0213 moles) of 1,1'-azobis (1-isocyanatocyclohexane) in 20 ml of pentane. During the addition, a solid product formed. After the addition was complete, the reaction was stirred an additional 30 minutes at 0°-5° C. The reaction mixture was filtered and the filter cake washed with pentane and dried. The dry w... The reactants are O=C([O-])[O-], Cc1ccc(I)cc1C(O)c1c(C)cc(C(=O)O)cc1C, CN(C)C=O, [Cu], [F-], [K+], [K+], [K+], O, c1c[nH]cn1. The product is Cc1ccc(-n2ccnc2)cc1C(O)c1c(C)cc(C(=O)O)cc1C. RXN SMILES: [C:27](=[O:28])([O-:29])[O-:30].[CH3:1][c:2]1[c:3]([CH:12]([OH:13])[c:14]2[c:15]([CH3:21])[cH:16][cH:17][c:18]([I:20])[cH:19]2)[c:4]([CH3:11])[cH:5][c:6]([C:8](=[O:9])[OH:10])[cH:7]1.[CH3:37][N:38]([CH3:39])[CH:40]=[O:41].[Cu:35].[F-:33].[K+:31].[K+:32].[K+:34].[OH2:36].[nH:22]1[cH:23][n:24][cH:25][cH:26]1>>[CH3:1][c:2]1[c:3]([CH:12]([OH:13])[c:14]2[c:15]([CH3:21])[cH:16][cH:17][c:18](-[n:22]3[cH:23][n:24][cH:25][cH:26]3)[cH:19]2)[c:4]([CH3:11])[cH:5][c:6]([C:8](=[O:9])[OH:10])[cH:7]1.